Dataset: the Open Reaction Database (ORD), a public repository of structured organic reaction records. Task: describe an organic reaction: reactants, conditions, products, and yield Reactants: CN(C)C=O, O=C1c2ccccc2C(=O)N1Cc1cc(Cl)ccc1O, Cl, [H-], [Na+], ClCc1cccnc1. The product is O=C1c2ccccc2C(=O)N1Cc1cc(Cl)ccc1OCc1cccnc1. Reaction SMILES: [CH3:32][N:33]([CH3:34])[CH:35]=[O:36].[Cl:1][c:2]1[cH:3][cH:4][c:5]([OH:20])[c:6]([CH2:7][N:8]2[C:9](=[O:18])[c:10]3[cH:11][cH:12][cH:13][cH:14][c:15]3[C:16]2=[O:17])[cH:19]1.[ClH:21].[H-:30].[Na+:31].[cH:22]1[c:23]([CH2:28][Cl:29])[cH:24][cH:25][cH:26][n:27]1>>[Cl:1][c:2]1[cH:3][cH:4][c:5]([O:20][CH2:28][c:23]2[cH:22][n:27][cH:26][cH:25][cH:24]2)[c:6]([CH2:7][N:8]2[C:9](=[O:18])[c:10]3[cH:11][cH:12][cH:13][cH:14][c:15]3[C:16]2=[O:17])[cH:19]1.